describe an organic reaction: reactants, conditions, products, and yield From a dataset of the Open Reaction Database (ORD), a public repository of structured organic reaction records. Reactants: CCCCO, CS(C)=O, CCN(C(C)C)C(C)C, CC(C)n1cnc2c(NCc3ccccn3)nc(F)nc21, CCC(N)C(O)C(C)(C)C. The product is CCC(Nc1nc(NCc2ccccn2)c2ncn(C(C)C)c2n1)C(O)C(C)(C)C. As a reaction SMILES: [CH2:41]([OH:42])[CH2:43][CH2:44][CH3:45].[CH3:46][S:47]([CH3:48])=[O:49].[CH:22]([N:23]([CH2:24][CH3:25])[CH:26]([CH3:27])[CH3:28])([CH3:29])[CH3:30].[F:1][c:2]1[n:3][c:4]([NH:14][CH2:15][c:16]2[n:17][cH:18][cH:19][cH:20][cH:21]2)[c:5]2[n:6][cH:7][n:8]([CH:11]([CH3:12])[CH3:13])[c:9]2[n:10]1.[NH2:31][CH:32]([CH:33]([C:34]([CH3:35])([CH3:36])[CH3:37])[OH:38])[CH2:39][CH3:40]>>[c:2]1([NH:31][CH:32]([CH:33]([C:34]([CH3:35])([CH3:36])[CH3:37])[OH:38])[CH2:39][CH3:40])[n:3][c:4]([NH:14][CH2:15][c:16]2[n:17][cH:18][cH:19][cH:20][cH:21]2)[c:5]2[n:6][cH:7][n:8]([CH:11]([CH3:12])[CH3:13])[c:9]2[n:10]1. The reactants are CS(=O)(=O)c1ccc(C(CC2CCCC2)C(=O)Nc2cnc(Br)cn2)cc1Cl, C#CC1(O)CCOCC1, Cc1ccccc1, CCN(C(C)C)C(C)C, [Cu]I, Cl[Pd]Cl, c1ccc(P(c2ccccc2)c2ccccc2)cc1, c1ccc(P(c2ccccc2)c2ccccc2)cc1. Yields the product CS(=O)(=O)c1ccc(C(CC2CCCC2)C(=O)Nc2cnc(C#CC3(O)CCOCC3)cn2)cc1Cl. RXN SMILES: [Br:1][c:2]1[n:3][cH:4][c:5]([NH:8][C:9]([CH:10]([CH2:11][CH:12]2[CH2:13][CH2:14][CH2:15][CH2:16]2)[c:17]2[cH:18][c:19]([Cl:27])[c:20]([S:23](=[O:24])(=[O:25])[CH3:26])[cH:21][cH:22]2)=[O:28])[n:6][cH:7]1.[C:38](#[CH:39])[C:40]1([OH:46])[CH2:41][CH2:42][O:43][CH2:44][CH2:45]1.[CH3:47][c:48]1[cH:49][cH:50][cH:51][cH:52][cH:53]1.[CH:29]([N:30]([CH2:31][CH3:32])[CH:33]([CH3:34])[CH3:35])([CH3:36])[CH3:37].[Cu:54][I:55].[Pd:56]([Cl:57])[Cl:58].[c:59]1([P:60]([c:61]2[cH:62][cH:63][cH:64][cH:65][cH:66]2)[c:67]2[cH:68][cH:69][cH:70][cH:71][cH:72]2)[cH:73][cH:74][cH:75][cH:76][cH:77]1.[c:78]1([P:79]([c:80]2[cH:81][cH:82][cH:83][cH:84][cH:85]2)[c:86]2[cH:87][cH:88][cH:89][cH:90][cH:91]2)[cH:92][cH:93][cH:94][cH:95][cH:96]1>>[c:2]1([C:39]#[C:38][C:40]2([OH:46])[CH2:41][CH2:42][O:43][CH2:44][CH2:45]2)[n:3][cH:4][c:5]([NH:8][C:9]([CH:10]([CH2:11][CH:12]2[CH2:13][CH2:14][CH2:15][CH2:16]2)[c:17]2[cH:18][c:19]([Cl:27])[c:20]([S:23](=[O:24])(=[O:25])[CH3:26])[cH:21][cH:22]2)=[O:28])[n:6][cH:7]1. Reactants: ClC1=C(C=C(N)C=C1)C1=NC=CC=C1 (4-chloro-3-(pyridin-2-yl)aniline), COCCS(=O)(=O)C1=CC=C(C(=O)O)C=C1 (4-(2-methoxyethylsulfonyl)benzoic acid). The product is ClC1=C(C=C(C=C1)NC(C1=CC=C(C=C1)S(=O)(=O)CCOC)=O)C1=NC=CC=C1 (N-(4-chloro-3-(pyridin-2-yl)phenyl)-4-(2-methoxyethylsulfonyl)benzamide). Reaction SMILES: [Cl:1][C:2]1[CH:8]=[CH:7][C:5]([NH2:6])=[CH:4][C:3]=1[C:9]1[CH:14]=[CH:13][CH:12]=[CH:11][N:10]=1.[CH3:15][O:16][CH2:17][CH2:18][S:19]([C:22]1[CH:30]=[CH:29][C:25]([C:26](O)=[O:27])=[CH:24][CH:23]=1)(=[O:21])=[O:20]>>[Cl:1][C:2]1[CH:8]=[CH:7][C:5]([NH:6][C:26](=[O:27])[C:25]2[CH:24]=[CH:23][C:22]([S:19]([CH2:18][CH2:17][O:16][CH3:15])(=[O:21])=[O:20])=[CH:30][CH:29]=2)=[CH:4][C:3]=1[C:9]1[CH:14]=[CH:13][CH:12]=[CH:11][N:10]=1. Procedure details: A mixture of 500 mg of methyl 4-mercaptobenzoate, 1.6 g of potassium carbonate, 1.2 g of 2-bromoethylmethylether and 329 mg of tetrabutylammonium iodide in 10 mL of acetone was refluxed for 16 h. The reaction mixture was diluted with ethyl acetate, washed with H2O and concentrated. Purified by silica gel chromatography (0-50% ethyl acetate/hexane) to yield 4-(2-methoxyethylthio)benzoate. 240 mg of 4-(2-methoxyethylthio)benzoate was reacted via Procedure R to give 4-(2-methoxyethylsulfonyl)benzoa... The reactants are O=C(c1ccccc1)n1c(=O)ccn(CC=CCOC(c2ccccc2)(c2ccccc2)c2ccccc2)c1=O, CO. Yields the product O=c1ccn(CC=CCOC(c2ccccc2)(c2ccccc2)c2ccccc2)c(=O)[nH]1. As a reaction SMILES: [C:1](=[O:2])([c:3]1[cH:4][cH:5][cH:6][cH:7][cH:8]1)[n:9]1[c:10](=[O:40])[n:11]([CH2:16][CH:17]=[CH:18][CH2:19][O:20][C:21]([c:22]2[cH:23][cH:24][cH:25][cH:26][cH:27]2)([c:28]2[cH:29][cH:30][cH:31][cH:32][cH:33]2)[c:34]2[cH:35][cH:36][cH:37][cH:38][cH:39]2)[cH:12][cH:13][c:14]1=[O:15].[CH3:41][OH:42]>>[nH:9]1[c:10](=[O:40])[n:11]([CH2:16][CH:17]=[CH:18][CH2:19][O:20][C:21]([c:22]2[cH:23][cH:24][cH:25][cH:26][cH:27]2)([c:28]2[cH:29][cH:30][cH:31][cH:32][cH:33]2)[c:34]2[cH:35][cH:36][cH:37][cH:38][cH:39]2)[cH:12][cH:13][c:14]1=[O:15]. Reactants: CC(C)(C)OC(=O)NC(CCn1cc(-c2ccc3cnccc3c2)cn1)Cc1ccc(Cl)cc1, ClCCl, O=C(O)C(F)(F)F. Product: NC(CCn1cc(-c2ccc3cnccc3c2)cn1)Cc1ccc(Cl)cc1. Reaction SMILES: [C:1]([O:2][C:3](=[O:4])[NH:7][CH:8]([CH2:9][c:10]1[cH:11][cH:12][c:13]([Cl:16])[cH:14][cH:15]1)[CH2:17][CH2:18][n:19]1[n:20][cH:21][c:22](-[c:24]2[cH:25][c:26]3[cH:27][cH:28][n:29][cH:30][c:31]3[cH:32][cH:33]2)[cH:23]1)([CH3:5])([CH3:6])[CH3:34].[Cl:42][CH2:43][Cl:44].[F:35][C:36]([F:37])([F:38])[C:39]([OH:40])=[O:41]>>[NH2:7][CH:8]([CH2:9][c:10]1[cH:11][cH:12][c:13]([Cl:16])[cH:14][cH:15]1)[CH2:17][CH2:18][n:19]1[n:20][cH:21][c:22](-[c:24]2[cH:25][c:26]3[cH:27][cH:28][n:29][cH:30][c:31]3[cH:32][cH:33]2)[cH:23]1. Starting materials: CC(CCCCCC)(C)C=1C=C(C=O)C=CC1OC (3-(1,1-Dimethylheptyl)-4-methoxybenzaldehyde), CC(C)=CC (2-methyl-2-butene), [OH-].[Na+] (sodium hydroxide), Cl(=O)[O-].[Na+] (sodium chlorite), P(=O)(O)(O)[O-].[Na+] (sodium dihydrogenphosphate). Run in C(C)(C)(C)O (t-butanol), O (water). Run at time 12 hour. Product: CC(CCCCCC)(C)C=1C=C(C(=O)O)C=CC1OC (3-(1,1-dimethylheptyl)-4-methoxybenzoic acid). Isolated yield 77.6%. RXN SMILES: [CH3:1][C:2]([C:10]1[CH:11]=[C:12]([CH:15]=[CH:16][C:17]=1[O:18][CH3:19])[CH:13]=[O:14])([CH3:9])[CH2:3][CH2:4][CH2:5][CH2:6][CH2:7][CH3:8].CC(=CC)C.Cl([O-])=[O:26].[Na+].P([O-])(O)(O)=O.[Na+].[OH-].[Na+]>O.C(O)(C)(C)C>[CH3:9][C:2]([C:10]1[CH:11]=[C:12]([CH:15]=[CH:16][C:17]=1[O:18][CH3:19])[C:13]([OH:26])=[O:14])([CH3:1])[CH2:3][CH2:4][CH2:5][CH2:6][CH2:7][CH3:8] |f:2.3,4.5,6.7|. Procedure details: 3-(1,1-Dimethylheptyl)-4-methoxybenzaldehyde (13 g, 49.5 mmol), t-butanol (65 ml) and 2-methyl-2-butene (35.2 ml, 332 mmol) were mixed, and to this solution was added dropwise a solution prepared by mixing sodium chlorite (7.37 g, 64.4 mmol), sodium dihydrogenphosphate (7.73 g, 64.4 mmol) and water (50 ml). The mixture was stirred at room temperature for 12 hours. A 1N sodium hydroxide solution (100 ml) was added, and t-butanol was evaporated under reduced pressure. Conc. hydrochloric acid was a... The reactants are BrN1C(CCC1=O)=O (N-Bromosuccinimide), C(C)(=O)O[C@H]1[C@@H](C[C@@H](C1)COC(C)=O)N1C=NC2=C1C=C(C(=C2)Cl)Cl ((±)-(1R*,2R*,4S*)-4-(acetoxymethyl)-2-(5,6-dichloro-1H-benzimidazol-1-yl)cyclopentyl acetate). The solvent is CN(C=O)C (N,N-dimethylformamide). Reaction conditions: temperature 70 celsius. Yields the product C(C)(=O)O[C@H]1[C@@H](C[C@@H](C1)COC(C)=O)N1C(=NC2=C1C=C(C(=C2)Cl)Cl)Br ((±)-(1R*,2R*,4S*)-4-(Acetoxymethyl)-2-(2-bromo-5,6-dichloro-1H-benzimidazol-1-yl)-cyclopentyl acetate). As a reaction SMILES: [Br:1]N1C(=O)CCC1=O.[C:9]([O:12][C@@H:13]1[CH2:17][C@@H:16]([CH2:18][O:19][C:20](=[O:22])[CH3:21])[CH2:15][C@H:14]1[N:23]1[C:27]2[CH:28]=[C:29]([Cl:33])[C:30]([Cl:32])=[CH:31][C:26]=2[N:25]=[CH:24]1)(=[O:11])[CH3:10]>CN(C)C=O>[C:9]([O:12][C@@H:13]1[CH2:17][C@@H:16]([CH2:18][O:19][C:20](=[O:22])[CH3:21])[CH2:15][C@H:14]1[N:23]1[C:27]2[CH:28]=[C:29]([Cl:33])[C:30]([Cl:32])=[CH:31][C:26]=2[N:25]=[C:24]1[Br:1])(=[O:11])[CH3:10]. Procedure: N-Bromosuccinimide (4.54 g, 25.5 mmol) was added to a solution of (±)-(1R*,2R*,4S*)-4-(acetoxymethyl)-2-(5,6-dichloro-1H-benzimidazol-1-yl)cyclopentyl acetate (8.95 g, 23.2 mmol) in dry N,N-dimethylformamide (46 mL). The solution was maintained at ca. 70° C. (oil bath) for 5 hours. Volatiles were removed in vacuo and the residual orange syrup chromatographed on silica gel. Title compound was eluted with chloroform as a pale yellow solid (5.14 g, 48%), m.p. 122°-125° C.; 1H-NMR (DMSO-d6) δ: 8.16 ... Reactants: C1C(CC2=CC=CC=C12)C(=O)OC (methyl indane-2-carboxylate), [Cl-].[Al+3].[Cl-].[Cl-] (aluminum chloride), O (water), C(C1=CC=CC=C1)(=O)Cl (benzoyl chloride), [Cl-].[Al+3].[Cl-].[Cl-] (aluminum chloride). The solvent is C(Cl)Cl (methylene chloride), C(Cl)Cl (methylene chloride), C(Cl)Cl (methylene chloride). Conditions: time 1 hour. The product is C(C1=CC=CC=C1)(=O)C=1C=C2CC(CC2=CC1)C(=O)OC (Methyl 5-benzoyl-indan-2-carboxylate). Reaction SMILES: [Cl-].[Al+3].[Cl-].[Cl-].[C:5](Cl)(=[O:12])[C:6]1[CH:11]=[CH:10][CH:9]=[CH:8][CH:7]=1.[CH2:14]1[C:22]2[C:17](=[CH:18][CH:19]=[CH:20][CH:21]=2)[CH2:16][CH:15]1[C:23]([O:25][CH3:26])=[O:24].O>C(Cl)Cl>[C:5]([C:19]1[CH:18]=[C:17]2[C:22](=[CH:21][CH:20]=1)[CH2:14][CH:15]([C:23]([O:25][CH3:26])=[O:24])[CH2:16]2)(=[O:12])[C:6]1[CH:11]=[CH:10][CH:9]=[CH:8][CH:7]=1 |f:0.1.2.3|. Reported procedure: In a 250 cm3 reaction vessel fitted with a stirrer, a cooler, a dropping funnel and a thermometer, is placed 23.2 g (0.173 mole) of anhydrous aluminum chloride in suspension in 40 ml of methylene chloride. 35.3 g (0.252 mole) of benzoyl chloride dissolved in 40 cm3 of methylene chloride is then slowly added at ambient temperature. The aluminum chloride tends to pass into solution while the temperature gradually rises several degrees. The mixture is cooled to hold the temperature close to 20° C. ... Product: N1(CCC1)C(C)C1=NC(=CC=C1)Br (2-(1-Azetidin-1-ylethyl)-6-bromopyridine). RXN SMILES: [NH:1]1[CH2:4][CH2:3][CH2:2]1.[Br:5][C:6]1[N:11]=[C:10]([CH:12](O)[CH3:13])[CH:9]=[CH:8][CH:7]=1>>[N:1]1([CH:12]([C:10]2[CH:9]=[CH:8][CH:7]=[C:6]([Br:5])[N:11]=2)[CH3:13])[CH2:4][CH2:3][CH2:2]1. Procedure: The title compound was prepared according to the procedure in Example 139 Step 1 using azetidine (0.141 g, 2.48 mmol) and 1-(6-bromopyridin-2-yl)ethanol (0.500 g, 2.48 mmol) as the starting materials. Starting materials: N1CCC1 (azetidine), BrC1=CC=CC(=N1)C(C)O (1-(6-bromopyridin-2-yl)ethanol).